Dataset: the Open Reaction Database (ORD), a public repository of structured organic reaction records. Task: describe an organic reaction: reactants, conditions, products, and yield Reactants: CC1C(=O)N(c2cc(Cc3n[nH]c(=O)c4ccccc34)ccc2F)C(=O)N1CC(=O)OC(C)(C)C, ClCCl, O=C(O)C(F)(F)F. Yields the product CC1C(=O)N(c2cc(Cc3n[nH]c(=O)c4ccccc34)ccc2F)C(=O)N1CC(=O)O. RXN SMILES: [C:1]([CH3:2])([CH3:3])([CH3:4])[O:5][C:6]([CH2:7][N:8]1[C:9](=[O:34])[N:10]([c:15]2[c:16]([F:33])[cH:17][cH:18][c:19]([CH2:21][c:22]3[n:23][nH:24][c:25](=[O:32])[c:26]4[cH:27][cH:28][cH:29][cH:30][c:31]34)[cH:20]2)[C:11](=[O:14])[CH:12]1[CH3:13])=[O:35].[Cl:43][CH2:44][Cl:45].[OH:36][C:37]([C:38]([F:39])([F:40])[F:41])=[O:42]>>[O:5]=[C:6]([CH2:7][N:8]1[C:9](=[O:34])[N:10]([c:15]2[c:16]([F:33])[cH:17][cH:18][c:19]([CH2:21][c:22]3[n:23][nH:24][c:25](=[O:32])[c:26]4[cH:27][cH:28][cH:29][cH:30][c:31]34)[cH:20]2)[C:11](=[O:14])[CH:12]1[CH3:13])[OH:35]. The reactants are C(C)(C)(C)OC(=O)N1CCN(CC1)C1=C2N(C(N(C2=NC(=N1)Cl)COC(C(C)(C)C)=O)=O)CC#CC (4-[7-(2-Butynyl)-2-chloro-9-(2,2-dimethylpropionyloxymethyl)-8-oxo-8,9-dihydro-7H-purin-6-yl]piperazine-1-carboxylic acid t-butyl ester), Cl (hydrochloric acid), [H-].[Na+] (sodium hydride). Solvent: CO (methanol), O1CCCC1 (tetrahydrofuran). Reaction conditions: time 3 hour. Yields the product C(C)(C)(C)OC(=O)N1CCN(CC1)C1=C2N(C(NC2=NC(=N1)Cl)=O)CC#CC (4-[7-(2-Butynyl)-2-chloro-8-oxo-8,9-dihydro-7H-purin-6-yl]piperazine-1-carboxylic acid t-butyl ester). Isolated yield 56.6%. As a reaction SMILES: [C:1]([O:5][C:6]([N:8]1[CH2:13][CH2:12][N:11]([C:14]2[N:22]=[C:21]([Cl:23])[N:20]=[C:19]3[C:15]=2[N:16]([CH2:33][C:34]#[C:35][CH3:36])[C:17](=[O:32])[N:18]3COC(=O)C(C)(C)C)[CH2:10][CH2:9]1)=[O:7])([CH3:4])([CH3:3])[CH3:2].[H-].[Na+].Cl>CO.O1CCCC1>[C:1]([O:5][C:6]([N:8]1[CH2:9][CH2:10][N:11]([C:14]2[N:22]=[C:21]([Cl:23])[N:20]=[C:19]3[C:15]=2[N:16]([CH2:33][C:34]#[C:35][CH3:36])[C:17](=[O:32])[NH:18]3)[CH2:12][CH2:13]1)=[O:7])([CH3:4])([CH3:3])[CH3:2] |f:1.2|. Reported procedure: 4-[7-(2-Butynyl)-2-chloro-9-(2,2-dimethylpropionyloxymethyl)-8-oxo-8,9-dihydro-7H-purin-6-yl]piperazine-1-carboxylic acid t-butyl ester (665 mg) was dissolved in a mixed solvent of methanol (5 mL) and tetrahydrofuran (3 mL), and then sodium hydride (60-72% in oil) (61 mg) was added to this solution. The reaction solution was stirred at room temperature for three hours. 1 N aqueous hydrochloric acid (3 mL) was then added to the reaction solution, which was extracted using ethyl acetate. The obtai... The reactants are C=CCOCC(NC(=O)C(Cc1cn(CC=C)cn1)NC(=O)OCc1ccccc1)C(C)C, ClCCl. The product is CC(C)C1COCC=CCn2cnc(c2)CC(NC(=O)OCc2ccccc2)C(=O)N1. As a reaction SMILES: [CH2:1]([CH:2]=[CH2:3])[n:4]1[cH:5][n:6][c:7]([CH2:9][CH:10]([C:11]([NH:12][CH:13]([CH:14]([CH3:15])[CH3:16])[CH2:17][O:18][CH2:19][CH:20]=[CH2:21])=[O:22])[NH:23][C:24]([O:25][CH2:26][c:27]2[cH:28][cH:29][cH:30][cH:31][cH:32]2)=[O:33])[cH:8]1.[Cl:34][CH2:35][Cl:36]>>[CH2:1]1[n:4]2[cH:5][n:6][c:7]([cH:8]2)[CH2:9][CH:10]([NH:23][C:24]([O:25][CH2:26][c:27]2[cH:28][cH:29][cH:30][cH:31][cH:32]2)=[O:33])[C:11](=[O:22])[NH:12][CH:13]([CH:14]([CH3:15])[CH3:16])[CH2:17][O:18][CH2:19][CH:20]=[CH:21]1. The reactants are CO, O=C1CCC(CC(C(=O)Nc2nccs2)c2ccc(Cl)c(Cl)c2)C1, Cl, NO, c1ccncc1. The product is O=C(Nc1nccs1)C(CC1CCC(=NO)C1)c1ccc(Cl)c(Cl)c1. Reaction SMILES: [CH3:28][OH:29].[Cl:1][c:2]1[cH:3][c:4]([CH:9]([C:10](=[O:11])[NH:12][c:13]2[s:14][cH:15][cH:16][n:17]2)[CH2:18][CH:19]2[CH2:20][C:21](=[O:24])[CH2:22][CH2:23]2)[cH:5][cH:6][c:7]1[Cl:8].[ClH:25].[NH2:26][OH:27].[cH:30]1[cH:31][cH:32][n:33][cH:34][cH:35]1>>[Cl:1][c:2]1[cH:3][c:4]([CH:9]([C:10](=[O:11])[NH:12][c:13]2[s:14][cH:15][cH:16][n:17]2)[CH2:18][CH:19]2[CH2:20][C:21](=[N:26][OH:27])[CH2:22][CH2:23]2)[cH:5][cH:6][c:7]1[Cl:8]. The reactants are FC1=CC=C(C=C1)C=1C(=NC=NC1N1CCC(CC1)C=1N(C=C(N1)C1=CC(=C(C=C1)F)C(F)(F)F)C)N (5-(4-Fluoro-phenyl)-6-{4-[4-(4-fluoro-3-trifluoromethyl-phenyl)-1-methyl-1H-imidazol-2-yl]-piperidin-1-yl}-pyrimidin-4-ylamine), COC1=CC=C(C=C1)B(O)O (4-methoxyphenylboronic acid). Yields the product FC1=C(C=C(C=C1)C=1N=C(N(C1)C)C1CCN(CC1)C1=C(C(=NC=N1)N)C1=CC=C(C=C1)OC)C(F)(F)F (6-{4-[4-(4-Fluoro-3-trifluoromethyl-phenyl)-1-methyl-1H-imidazol-2-yl]-piperidin-1-yl}-5-(4-methoxy-phenyl)-pyrimidin-4-ylamine). As a reaction SMILES: F[C:2]1[CH:7]=[CH:6][C:5]([C:8]2[C:9]([NH2:37])=[N:10][CH:11]=[N:12][C:13]=2[N:14]2[CH2:19][CH2:18][CH:17]([C:20]3[N:21]([CH3:36])[CH:22]=[C:23]([C:25]4[CH:30]=[CH:29][C:28]([F:31])=[C:27]([C:32]([F:35])([F:34])[F:33])[CH:26]=4)[N:24]=3)[CH2:16][CH2:15]2)=[CH:4][CH:3]=1.[CH3:38][O:39]C1C=CC(B(O)O)=CC=1>>[F:31][C:28]1[CH:29]=[CH:30][C:25]([C:23]2[N:24]=[C:20]([CH:17]3[CH2:18][CH2:19][N:14]([C:13]4[N:12]=[CH:11][N:10]=[C:9]([NH2:37])[C:8]=4[C:5]4[CH:6]=[CH:7][C:2]([O:39][CH3:38])=[CH:3][CH:4]=4)[CH2:15][CH2:16]3)[N:21]([CH3:36])[CH:22]=2)=[CH:26][C:27]=1[C:32]([F:33])([F:34])[F:35]. Procedure details: The title compound was prepared in an analogous manner as 5-(4-Fluoro-phenyl)-6-{4-[4-(4-fluoro-3-trifluoromethyl-phenyl)-1-methyl-1H-imidazol-2-yl]-piperidin-1-yl}-pyrimidin-4-ylamine using 4-methoxyphenylboronic acid instead of 4-fluorophenylboronic acid. LC-MS: (M+1=527, obsd.=527). Reactants: COC(COC1=C2C(=C(C(=NC2=C(C=C1)F)CC)CC1=C(C=C(C=C1)Cl)F)OC(F)F)=O ([3-(4-chloro-2-fluorobenzyl)-4-difluoromethoxy-2-ethyl-8-fluoroquinolin-5-yloxy]acetic acid methyl ester), [OH-].[Li+] (lithium hydroxide). Solvent: O1CCCC1 (tetrahydrofuran). Conditions: time 2 hour. The product is ClC1=CC(=C(CC=2C(=NC3=C(C=CC(=C3C2OC(F)F)OCC(=O)O)F)CC)C=C1)F ([3-(4-chloro-2-fluorobenzyl)-4-difluoromethoxy-2-ethyl-8-fluoroquinolin-5-yloxy]acetic Acid). Reaction SMILES: C[O:2][C:3](=[O:32])[CH2:4][O:5][C:6]1[CH:15]=[CH:14][C:13]([F:16])=[C:12]2[C:7]=1[C:8]([O:28][CH:29]([F:31])[F:30])=[C:9]([CH2:19][C:20]1[CH:25]=[CH:24][C:23]([Cl:26])=[CH:22][C:21]=1[F:27])[C:10]([CH2:17][CH3:18])=[N:11]2.[OH-].[Li+]>O1CCCC1>[Cl:26][C:23]1[CH:24]=[CH:25][C:20]([CH2:19][C:9]2[C:10]([CH2:17][CH3:18])=[N:11][C:12]3[C:7]([C:8]=2[O:28][CH:29]([F:30])[F:31])=[C:6]([O:5][CH2:4][C:3]([OH:32])=[O:2])[CH:15]=[CH:14][C:13]=3[F:16])=[C:21]([F:27])[CH:22]=1 |f:1.2|. Reported procedure: A mixture of [3-(4-chloro-2-fluorobenzyl)-4-difluoromethoxy-2-ethyl-8-fluoroquinolin-5-yloxy]acetic acid methyl ester (0.071 g), tetrahydrofuran (5.0 mL) and 1.0 M aqueous lithium hydroxide solution (0.30 mL) was stirred at room temperature for 2 hour. The solvent was removed under reduced pressure and the residue was diluted with water. The pH of mixture was adjusted to 4 by the addition of sodium dihydrogenphosphate and extracted with ethyl acetate. The combined extracts were dried over magnes...